This data is from the Open Reaction Database (ORD), a public repository of structured organic reaction records. The task is: describe an organic reaction: reactants, conditions, products, and yield The reactants are [PH2](O)=O (phosphinic acid), C=CCCCCCCCCCCCCCC (hexadecene), II. Reagents/catalysts: C=1C=CC(=CC1)/C=C/C(=O)/C=C/C2=CC=CC=C2.C=1C=CC(=CC1)/C=C/C(=O)/C=C/C2=CC=CC=C2.C=1C=CC(=CC1)/C=C/C(=O)/C=C/C2=CC=CC=C2.[Pd].[Pd] (tris(dibenzylideneacetone)dipalladium), C1(=CC=CC=C1)P(C1=CC=CC=2C(C3=CC=CC(=C3OC12)P(C1=CC=CC=C1)C1=CC=CC=C1)(C)C)C1=CC=CC=C1 (4,5-bis(diphenylphosphino)-9,9-dimethylxanthene). Run in O1CCCC1 (tetrahydrofuran). The product is C(CCCCCCCCCCCCCCC)P(O)O (hexadecylphosphonous acid). Yield: 87.5%. Reaction SMILES: [PH2:1](=[O:3])[OH:2].[CH2:4]=[CH:5][CH2:6][CH2:7][CH2:8][CH2:9][CH2:10][CH2:11][CH2:12][CH2:13][CH2:14][CH2:15][CH2:16][CH2:17][CH2:18][CH3:19]>O1CCCC1.C1C=CC(/C=C/C(/C=C/C2C=CC=CC=2)=O)=CC=1.C1C=CC(/C=C/C(/C=C/C2C=CC=CC=2)=O)=CC=1.C1C=CC(/C=C/C(/C=C/C2C=CC=CC=2)=O)=CC=1.[Pd].[Pd].C1(P(C2C=CC=CC=2)C2C3OC4C(=CC=CC=4P(C4C=CC=CC=4)C4C=CC=CC=4)C(C)(C)C=3C=CC=2)C=CC=CC=1>[CH2:19]([P:1]([OH:2])[OH:3])[CH2:18][CH2:17][CH2:16][CH2:15][CH2:14][CH2:13][CH2:12][CH2:11][CH2:10][CH2:9][CH2:8][CH2:7][CH2:6][CH2:5][CH3:4] |f:3.4.5.6.7|. Procedure details: Example 6 is repeated with 66 g (0.5 mol) of phosphinic acid, 114.5 g (0.5 mol) of hexadecene, 23 mg of tris(dibenzylideneacetone)dipalladium and 32 mg of 4,5-bis(diphenylphosphino)-9,9-dimethylxanthene in 500 g of tetrahydrofuran, passed through a column charged with Deloxan® THP II for purification and freed of solvent in a rotary evaporator. The residue is admixed with 500 g of completely ion-free water and stirred, and then filtered and the residue is washed with cold water and acetone to ob... Reactants: [C-]#N.[Na+] (Sodium cyanide), FC1=CC=C(C=C1)C1=NC=CC2=C(C=CC=C12)CCl (1-(4-fluorophenyl)-5-chloromethylisoquinoline). Yields the product FC1=CC=C(C=C1)C1=NC=CC=2C(=CC=CC12)CC#N (1-(4-flurophenyl)isoquinoline-5-acetonitrile). Reaction SMILES: [C-:1]#[N:2].[Na+].[F:4][C:5]1[CH:10]=[CH:9][C:8]([C:11]2[C:20]3[C:15](=[C:16]([CH2:21]Cl)[CH:17]=[CH:18][CH:19]=3)[CH:14]=[CH:13][N:12]=2)=[CH:7][CH:6]=1>>[F:4][C:5]1[CH:10]=[CH:9][C:8]([C:11]2[C:20]3[CH:19]=[CH:18][CH:17]=[C:16]([CH2:21][C:1]#[N:2])[C:15]=3[CH:14]=[CH:13][N:12]=2)=[CH:7][CH:6]=1 |f:0.1|. Procedure details: Sodium cyanide and 1-(4-fluorophenyl)-5-chloromethylisoquinoline were reacted in the same way as in step (b) in Example 2 to afford 1-(4-flurophenyl)isoquinoline-5-acetonitrile having a melting point of 136° to 136.5° C. Starting materials: COC=1C=C2CCN3C(C2=CC1OC)=CC(NC3=O)=O (9,10-dimethoxy-3,4,6,7-tetrahydro-2H-pyrimido(6,1-a)isoquinolin-2,4-dione), [H-].[Na+] (sodium hydride), CI (Methyl iodide). Run in CN(C=O)C (dimethylformamide). The product is COC=1C=C2CCN3C(C2=CC1OC)=CC(N(C3=O)C)=O (9,10-Dimethoxy-3-methyl-3,4,6,7-tetrahydro-2H-pyrimido-(6,1-a)isoquinolin-2,4-dione). As a reaction SMILES: [CH3:1][O:2][C:3]1[CH:4]=[C:5]2[C:10](=[CH:11][C:12]=1[O:13][CH3:14])[C:9]1=[CH:15][C:16](=[O:20])[NH:17][C:18](=[O:19])[N:8]1[CH2:7][CH2:6]2.[H-].[Na+].[CH3:23]I>CN(C)C=O>[CH3:1][O:2][C:3]1[CH:4]=[C:5]2[C:10](=[CH:11][C:12]=1[O:13][CH3:14])[C:9]1=[CH:15][C:16](=[O:20])[N:17]([CH3:23])[C:18](=[O:19])[N:8]1[CH2:7][CH2:6]2 |f:1.2|. Reported procedure: A mixture of 9,10-dimethoxy-3,4,6,7-tetrahydro-2H-pyrimido(6,1-a)isoquinolin-2,4-dione (4.11 g), oil-free sodium hydride (0.75 g) and dimethylformamide (100 ml) is heated for 15 minutes to 100° C. and then cooled to room temperature. Methyl iodide (10 ml) is added and the reaction mixture is heated for 12 hours to 100° C. The solvent is removed under reduced pressure and the residue treated with cold water. The solid matter is filtered off and recrystallized from ethyl acetate/methylene chloride... The reactants are CC1(O)C(O)C(CO)OC1n1ncc2c(NO)ncnc21, CON. Product: CONc1ncnc2c1cnn2C1OC(CO)C(O)C1(C)O. As a reaction SMILES: [CH3:1][C:2]1([OH:21])[CH:3]([n:10]2[n:11][cH:12][c:13]3[c:14]2[n:15][cH:16][n:17][c:18]3[NH:19][OH:20])[O:4][CH:5]([CH2:8][OH:9])[CH:6]1[OH:7].[O:22]([CH3:23])[NH2:24]>>[CH3:1][C:2]1([OH:21])[CH:3]([n:10]2[n:11][cH:12][c:13]3[c:14]2[n:15][cH:16][n:17][c:18]3[NH:19][O:20][CH3:23])[O:4][CH:5]([CH2:8][OH:9])[CH:6]1[OH:7]. Reactants: BrC1=C(C=O)C=CC=C1 (2-bromobenzaldehyde), C(OC)(OC)OC (trimethyl orthoformate). The reagents and catalysts are C12(C(=O)CC(CC1)C2(C)C)CS(=O)(=O)O (10-camphor sulfonic acid). Run in CO (methanol). Product: BrC1=C(C=CC=C1)C(OC)OC (2-Bromo-1-(dimethoxymethyl)benzene). Yield: 94.4%. Reaction SMILES: [Br:1][C:2]1[CH:9]=[CH:8][CH:7]=[CH:6][C:3]=1C=O.[CH:10](OC)([O:13][CH3:14])[O:11][CH3:12]>C12(CS(O)(=O)=O)C(C)(C)C(CC1)CC2=O.CO>[Br:1][C:2]1[CH:9]=[CH:8][CH:7]=[CH:6][C:3]=1[CH:10]([O:13][CH3:14])[O:11][CH3:12]. Procedure: To a 500 mL round bottom flask equipped with a reflux condenser were added 2-bromobenzaldehyde (102.5 g, 0.554 mol, Aldrich), trimethyl orthoformate (64.9 mL, 0.594 mol, Aldrich), 10-camphor sulfonic acid (1.25 g, 5.40 mmol, Aldrich), and methanol (100 mL). The reaction was heated at reflux for 14 hrs and concentrated in vacuo. The residue was taken up in 500 mL of ether, washed with 200 mL each of sat. aqueous sodium bicarbonate, water, and sat. aqueous NaCl, dryed over anhydrous sodium sulfate... As a reaction SMILES: [Cl:1][C:2]([C:3](=[O:4])[O:5][CH2:6][CH3:7])([OH:8])[c:9]1[cH:10][c:11]2[cH:12][cH:13][c:14]([O:19][CH3:20])[cH:15][c:16]2[cH:17][cH:18]1.[OH2:25].[S:21]([Cl:22])([Cl:23])=[O:24]>>[Cl:1][CH:2]([C:3](=[O:4])[O:5][CH2:6][CH3:7])[c:9]1[cH:10][c:11]2[cH:12][cH:13][c:14]([O:19][CH3:20])[cH:15][c:16]2[cH:17][cH:18]1. Product: CCOC(=O)C(Cl)c1ccc2cc(OC)ccc2c1. The reactants are CCOC(=O)C(O)(Cl)c1ccc2cc(OC)ccc2c1, O, O=S(Cl)Cl.